This data is from the Open Reaction Database (ORD), a public repository of structured organic reaction records. The task is: describe an organic reaction: reactants, conditions, products, and yield Reactants: NC(C(=O)N1CCC(CC1)OC1=CC(=C(C=C1)Cl)Cl)C(C)C (2-amino-1-[4-(3,4-dichlorophenoxy)-piperidine-1-yl]-3-methyl-butan-1-one). Run in C1CCOC1 (THF). Reaction conditions: temperature 70 celsius. The product is ClC=1C=C(OC2CCN(CC2)CC(C(C)C)N)C=CC1Cl (1-[4-(3,4-Dichlorophenoxy)-piperidin-1-ylmethyl]-2-methyl-propylamine). Yield: 91.2%. As a reaction SMILES: [NH2:1][CH:2]([CH:20]([CH3:22])[CH3:21])[C:3]([N:5]1[CH2:10][CH2:9][CH:8]([O:11][C:12]2[CH:17]=[CH:16][C:15]([Cl:18])=[C:14]([Cl:19])[CH:13]=2)[CH2:7][CH2:6]1)=O>C1COCC1>[Cl:19][C:14]1[CH:13]=[C:12]([CH:17]=[CH:16][C:15]=1[Cl:18])[O:11][CH:8]1[CH2:7][CH2:6][N:5]([CH2:3][CH:2]([NH2:1])[CH:20]([CH3:21])[CH3:22])[CH2:10][CH2:9]1. Procedure details: The product of step (ii) (1.12 g) was dissolved in THF (10 ml) and Borane/THF complex (22.7 ml) added. The mixture was heated under reflux for 2 hours and cooled. The solvent was evaporated, the product dissolved in methanol (5 ml) and 50% aqueous HCl solution added. The mixture was heated to 70° C. for 1 hour and cooled to room temperature. The solvent was removed, ethyl acetate and 2N aqueous NaOH solution were added to give pH 9.0. The organic phase was separated and the solvent evaporated to...